From a dataset of the Open Reaction Database (ORD), a public repository of structured organic reaction records. describe an organic reaction: reactants, conditions, products, and yield Starting materials: crude product, C(C(C)C)(=O)C=1C(OC2(C1)CCOCC2)=O (3-Isobutyryl-1,8-dioxaspiro[4.5]dec-3-en-2-one), NC1=CC(CC(C1)(C)C)=O (3-amino-5,5-dimethylcyclohex-2-enone), ClC=1C(C(=C(C(C1Cl)=O)C#N)C#N)=O (2,3dichloro-5,6-dicyano-p-benzoquinone), O=C1C(O)=C(O)[C@H](O1)[C@@H](O)CO (Ascorbic acid). The solvent is C(C)OC(C)=O (ethylacetate), ClCCl (dichloromethane), CCOCC (ether). Run at temperature 200 celsius, time 30 minute. The product is C(C)(C)C1=NC=2CC(CC(C2C2=C1C(OC21CCOCC1)=O)=O)(C)C (4-Isopropyl-7,7-dimethyl-2′,3′,5′,6′,7,8-hexahydro-3H-spiro[furo[3,4-c]quinoline-1,4′-pyran]-3,9(6H)-dione). Reaction SMILES: [C:1]([C:6]1[C:7](=[O:16])[O:8][C:9]2([CH2:15][CH2:14][O:13][CH2:12][CH2:11]2)[CH:10]=1)(=O)[CH:2]([CH3:4])[CH3:3].[NH2:17][C:18]1[CH2:23][C:22]([CH3:25])([CH3:24])[CH2:21][C:20](=[O:26])[CH:19]=1.ClC1C(=O)C(C#N)=C(C#N)C(=O)C=1Cl.O=C1O[C@H]([C@H](CO)O)C(O)=C1O>ClCCl.CCOCC.C(OC(=O)C)C>[CH:2]([C:1]1[C:6]2[C:7](=[O:16])[O:8][C:9]3([CH2:15][CH2:14][O:13][CH2:12][CH2:11]3)[C:10]=2[C:19]2[C:20](=[O:26])[CH2:21][C:22]([CH3:25])([CH3:24])[CH2:23][C:18]=2[N:17]=1)([CH3:4])[CH3:3]. Reported procedure: 3.12 g 3-Isobutyryl-1,8-dioxaspiro[4.5]dec-3-en-2-one and 2.13 g 3-amino-5,5-dimethylcyclohex-2-enone are mixed and heated to 200° C. for 10 minutes under a vacuo of 20 mbar. The mixture is cooled to room temperature, 15 ml ethylacetate are added and the mixture is stirred for 30 minutes. Then 15 ml petrole ether are added and the precipitate is isolated by filtration. The crude product is dissolved in 350 ml dichloromethane, treated with 2.46 g 2,3dichloro-5,6-dicyano-p-benzoquinone and stirred... The reactants are C=Cc1ncc(Cl)cc1Cl, CCOC(=O)C=[N+]=[N-], Cc1ccccc1C. Yields the product CCOC(=O)C1CC1c1ncc(Cl)cc1Cl. RXN SMILES: [Cl:1][c:2]1[c:3]([CH:9]=[CH2:10])[n:4][cH:5][c:6]([Cl:8])[cH:7]1.[N+:11](=[N-:12])=[CH:13][C:14](=[O:15])[O:16][CH2:17][CH3:18].[c:19]1([CH3:20])[c:21]([CH3:22])[cH:23][cH:24][cH:25][cH:26]1>>[Cl:1][c:2]1[c:3]([CH:9]2[CH2:10][CH:13]2[C:14](=[O:15])[O:16][CH2:17][CH3:18])[n:4][cH:5][c:6]([Cl:8])[cH:7]1. Reactants: S(=O)(Cl)Cl (thionyl chloride), ClS(=O)(=O)C=1C(=C(C(=O)O)C=CC1)OC (3-(chlorosulfonyl)-2-methoxybenzoic acid). The reagents and catalysts are CN(C=O)C (N,N-dimethylformamide). Reaction conditions: temperature 60 celsius, time 2 hour. Yields the product ClS(=O)(=O)C=1C(=C(C(=O)Cl)C=CC1)OC (3-(chlorosulfonyl)-2-methoxybenzoyl chloride). RXN SMILES: S(Cl)([Cl:3])=O.[Cl:5][S:6]([C:9]1[C:10]([O:18][CH3:19])=[C:11]([CH:15]=[CH:16][CH:17]=1)[C:12](O)=[O:13])(=[O:8])=[O:7]>CN(C)C=O>[Cl:5][S:6]([C:9]1[C:10]([O:18][CH3:19])=[C:11]([CH:15]=[CH:16][CH:17]=1)[C:12]([Cl:3])=[O:13])(=[O:8])=[O:7]. Reported procedure: Three drops of N,N-dimethylformamide were added to a thionyl chloride (4.37 mL) suspension of 3-(chlorosulfonyl)-2-methoxybenzoic acid (3.00 g), followed by stirring at 60° C. for 2 hours. The solvent was evaporated, and this was azeotroped with toluene to obtain 3-(chlorosulfonyl)-2-methoxybenzoyl chloride (3.22 g). The reactants are Ph, [BH4-].[Na+] (sodium borohydride), [BH4-].[Na+] (sodium borohydride), ClCCCC=O (4-chlorobutanal), S(O)(O)(=O)=O (sulfuric acid), NC=1C=C2C(=C(C=NC2=CC1OC)C#N)NC1=CC(=C(C=C1)F)Cl (6-amino-4-(3-chloro-4-fluoro-phenylamino)-7-methoxy-3-quinolinecarbonitrile), aldehyde, S(O)(O)(=O)=O (sulfuric acid). Run in O (water), O1CCCC1 (tetrahydrofuran), CN(C=O)C (dimethylforamide), CN(C=O)C (dimethylforamide). Conditions: time 2 hour. The product is ClCCCCNC=1C=C2C(=C(C=NC2=CC1OC)C#N)NC1=CC(=C(C=C1)F)Cl (6-(4-Chlorobutylamino)-4-(3-chloro-4-fluorophenyamino)-7-methoxy-3-quinolinecarbonitrile). Reaction SMILES: [Cl:1][CH2:2][CH2:3][CH2:4][CH:5]=O.S(=O)(=O)(O)O.[NH2:12][C:13]1[CH:14]=[C:15]2[C:20](=[CH:21][C:22]=1[O:23][CH3:24])[N:19]=[CH:18][C:17]([C:25]#[N:26])=[C:16]2[NH:27][C:28]1[CH:33]=[CH:32][C:31]([F:34])=[C:30]([Cl:35])[CH:29]=1.[BH4-].[Na+]>O1CCCC1.CN(C)C=O.O>[Cl:1][CH2:2][CH2:3][CH2:4][CH2:5][NH:12][C:13]1[CH:14]=[C:15]2[C:20](=[CH:21][C:22]=1[O:23][CH3:24])[N:19]=[CH:18][C:17]([C:25]#[N:26])=[C:16]2[NH:27][C:28]1[CH:33]=[CH:32][C:31]([F:34])=[C:30]([Cl:35])[CH:29]=1 |f:3.4|. Procedure details: To a solution of 1.12 g of 4-chlorobutanal and 5.3 ml of 3M sulfuric acid in 11 ml of tetrahydrofuran, at 0° C., was added an solution of 2.0 g of 6-amino-4-(3-chloro-4-fluoro-phenylamino)-7-methoxy-3-quinolinecarbonitrile in 40 ml of dimethylforamide. To this was added portionwise 0.4 g of sodium borohydride. After 1 hr another 1.0 g of aldehyde, 10 ml of dimethylforamide, and 5 ml of 3M sulfuric acid was added followed by the portionwise addition of 0.8 g of sodium borohydride. After 2 hrs, th... Procedure details: The hydroxy lactone of Example 8 (6.0 g, 42.2 mmol) was dissolved in dry dimethylformamide (10 ml) under nitrogen. Imidazole (4.78 g, 70.2 mmol) and then tert-butyldimethylsilyl chloride (7.05 g, 46.80 mmol) were added. The mixture was stirred at room temperature overnight and then partitioned between water (50 ml) and heptane (2×30 ml). The heptane extracts were dried (MgSO4), filtered and evaporated to give the crude product (10.5 g). This was crystallised from heptane (40 ml) at −15° C. to gi... Conditions: time 8 hour. Product: C(C=C)[C@@H]1C(OC[C@@H]1O[Si](C)(C)C(C)(C)C)=O ((3S,4R)-3-Allyl-4-(tert-butyldimethylsilyloxy) Tetrahydrofuran-2-one). Starting materials: N1C=NC=C1 (Imidazole), [Si](C)(C)(C(C)(C)C)Cl (tert-butyldimethylsilyl chloride), C(C=C)[C@@H]1C(OC[C@@H]1O)=O ((3S,4R)-3-Allyl-4-hydroxytetrahydrofuran-2-one). Yield: 70.1%. The solvent is CN(C=O)C (dimethylformamide). Reaction SMILES: [CH2:1]([C@H:4]1[C@@H:8]([OH:9])[CH2:7][O:6][C:5]1=[O:10])[CH:2]=[CH2:3].N1C=CN=C1.[Si:16](Cl)([C:19]([CH3:22])([CH3:21])[CH3:20])([CH3:18])[CH3:17]>CN(C)C=O>[CH2:1]([C@H:4]1[C@@H:8]([O:9][Si:16]([C:19]([CH3:22])([CH3:21])[CH3:20])([CH3:18])[CH3:17])[CH2:7][O:6][C:5]1=[O:10])[CH:2]=[CH2:3]. Starting materials: ClC(Cl)Cl, [Na+], [OH-], O, CC(C)(C)OC(=O)N1CCC(O)(CC#Cc2ccccc2)CC1, O=C(O)C(F)(F)F. The product is OC1(CC#Cc2ccccc2)CCNCC1. Reaction SMILES: [Cl:34][CH:35]([Cl:36])[Cl:37].[Na+:33].[OH-:32].[OH2:31].[OH:1][C:2]1([CH2:15][C:16]#[C:17][c:18]2[cH:19][cH:20][cH:21][cH:22][cH:23]2)[CH2:3][CH2:4][N:5]([C:8]([O:9][C:10]([CH3:11])([CH3:12])[CH3:13])=[O:14])[CH2:6][CH2:7]1.[OH:24][C:25]([C:26]([F:27])([F:28])[F:29])=[O:30]>>[OH:1][C:2]1([CH2:15][C:16]#[C:17][c:18]2[cH:19][cH:20][cH:21][cH:22][cH:23]2)[CH2:3][CH2:4][NH:5][CH2:6][CH2:7]1. Starting materials: C(C)(C)N(CC)C(C)C (diisopropylethylamine), CS(=O)(=O)OCC=1C=C(C=O)C=CC1OCC1=CC=CC=C1 (3-[[(methylsulfonyl)oxy]methyl]-4-phenylmethoxybenzaldehyde), CN(C=O)C (dimethylformamide). Conditions: time 3 hour. Product: C1(=CC=CC=C1)COC1=C(C=C(C=O)C=C1)CN1CCC(CC1)CC1=CC=CC=C1 (4-phenylmethoxy-3-[[4-(phenylmethyl)-1-piperidinyl]-methyl]benzaldehyde). Reaction SMILES: C(N([CH:7]([CH3:9])[CH3:8])CC)(C)C.CS(O[CH2:15][C:16]1[CH:17]=[C:18]([CH:21]=[CH:22][C:23]=1[O:24][CH2:25][C:26]1[CH:31]=[CH:30][CH:29]=[CH:28][CH:27]=1)[CH:19]=[O:20])(=O)=O.[CH3:32][N:33]([CH3:36])C=O>>[C:26]1([CH2:25][O:24][C:23]2[CH:22]=[CH:21][C:18]([CH:19]=[O:20])=[CH:17][C:16]=2[CH2:15][N:33]2[CH2:36][CH2:19][CH:18]([CH2:21][C:8]3[CH:7]=[CH:9][CH:23]=[CH:16][CH:15]=3)[CH2:17][CH2:32]2)[CH:31]=[CH:30][CH:29]=[CH:28][CH:27]=1. Procedure details: To a solution of 4-(phenylmethyl)piperidinyl (200 mg) and diisopropylethylamine (130 mg) in dimethylformamide (1 ml) was added 3-[[(methylsulfonyl)oxy]methyl]-4-phenylmethoxybenzaldehyde (320 mg). After stirring at room temperature for 3 hours the reaction mixture was partially concentrated under reduced pressure and the residue was purified by flash column chromatography using petroleum ether:diethyl ether (1:1) as eluant. The pure fractions were combined and evaporated under reduced pressure t... Starting materials: resultant mixture, COC=1C=C(C=C(C1OC)OC)C(C)=O (3′,4′,5′-Trimethoxyacetophenone), CC(C)([O-])C.[K+] (potassium tert-butoxide), [Cl-].[NH4+] (ammonium chloride), C(C(=O)OCC)(=O)OCC (diethyl oxalate). Run in C1CCOC1 (THF), C1CCOC1 (THF). The product is OC(=CC(C(=O)OCC)=O)C1=CC(=C(C(=C1)OC)OC)OC (Ethyl 4-Hydroxy-2-oxo-4-(3,4,5-trimethoxy-phenyl)-3-butenoate). Reaction SMILES: [CH3:1][O:2][C:3]1[CH:4]=[C:5]([C:13](=[O:15])[CH3:14])[CH:6]=[C:7]([O:11][CH3:12])[C:8]=1[O:9][CH3:10].CC(C)([O-])C.[K+].[C:22](OCC)(=[O:28])[C:23]([O:25][CH2:26][CH3:27])=[O:24].[Cl-].[NH4+]>C1COCC1>[OH:15][C:13]([C:5]1[CH:6]=[C:7]([O:11][CH3:12])[C:8]([O:9][CH3:10])=[C:3]([O:2][CH3:1])[CH:4]=1)=[CH:14][C:22](=[O:28])[C:23]([O:25][CH2:26][CH3:27])=[O:24] |f:1.2,4.5|. Reported procedure: 3′,4′,5′-Trimethoxyacetophenone (12.0 g) was dissolved in THF (50 mL), and potassium tert-butoxide (8.16 g) was added to the solution at 0° C. A THF solution (20 mL) of diethyl oxalate (11.4 g) was then added dropwise to the mixture, and the resultant mixture was stirred for 1 hour. A saturated aqueous solution of ammonium chloride was added to the reaction mixture, and the resultant mixture was extracted with ethyl acetate. The resultant organic layer was washed with saturated brine, dried over... Starting materials: COC1=C(SC=C1)C(=O)O (3-methoxy-2-thiophenecarboxylic acid), COC=1C=C(SC1)C(=O)O (4-methoxy-2-thiophenecarboxylic acid), C(=O)=O (dry ice), C([O-])([O-])=O.[K+].[K+] (potassium carbonate), C(CCC)[Li] (n-Butyllithium), COC1=CSC=C1 (3-Methoxythiophene). Solvent: CN(C=O)C (N,N-dimethylformamide), O (water), C(C)OCC (diethyl ether), O1CCCC1 (tetrahydrofuran). Conditions: time 1 hour. Yields the product C(C)OC(=O)C=1SC=C(C1)OC (4-methoxy-2-thiophenecarboxylic acid ethyl ester), C(C)OC(=O)C=1SC=CC1OC (3-methoxy-2-thiophenecarboxylic acid ethyl ester). Reaction SMILES: CO[C:3]1C=CS[CH:4]=1.[CH2:8]([Li])[CH2:9]CC.C(=O)=O.[CH3:16][O:17][C:18]1[CH:22]=[CH:21][S:20][C:19]=1[C:23]([OH:25])=[O:24].[CH3:26][O:27][C:28]1[CH:29]=[C:30]([C:33]([OH:35])=[O:34])[S:31][CH:32]=1.C(=O)([O-])[O-].[K+].[K+]>O1CCCC1.CN(C)C=O.O.C(OCC)C>[CH2:3]([O:34][C:33]([C:30]1[S:31][CH:32]=[C:28]([O:27][CH3:26])[CH:29]=1)=[O:35])[CH3:4].[CH2:8]([O:24][C:23]([C:19]1[S:20][CH:21]=[CH:22][C:18]=1[O:17][CH3:16])=[O:25])[CH3:9] |f:5.6.7|. Reported procedure: 3-Methoxythiophene (4.0 ml) was dissolved in tetrahydrofuran (50 ml), and the mixture was cooled to -78° C. n-Butyllithium (1.6M in hexane, 19.5 ml) was slowly added dropwise, and the mixture was stirred at the same temperature for 1 hour. The mixture was poured into a mixture of dry ice and diethyl ether, and warmed to room temperature with stirring. The solvent was distilled off, and the residue was acidified with 1N hydrochloric acid and extracted with ethyl acetate. The extract was dried ove... The reactants are Cl.Cl.COC=1C=C(C=CC1)N1CCNCC1 (1-(3-Methoxyphenyl)piperazine dihydrochloride), ClN1C(CCC1=O)=O (N-chlorosuccinimide), ice water. Run in C(C)(=O)O (acetic acid), O (water). Conditions: time 8 hour. The product is Cl.ClC1=C(C=C(C(=C1)Cl)OC)N1CCNCC1 (1-(2,4-Dichloro-5-methoxy-phenyl)-piperazine hydrochloride). Reaction SMILES: [ClH:1].[ClH:2].[CH3:3][O:4][C:5]1[CH:6]=[C:7]([N:11]2[CH2:16][CH2:15][NH:14][CH2:13][CH2:12]2)[CH:8]=[CH:9][CH:10]=1.[Cl:17]N1C(=O)CCC1=O>C(O)(=O)C.O>[ClH:17].[Cl:1][C:8]1[CH:9]=[C:10]([Cl:2])[C:5]([O:4][CH3:3])=[CH:6][C:7]=1[N:11]1[CH2:16][CH2:15][NH:14][CH2:13][CH2:12]1 |f:0.1.2,6.7|. Reported procedure: To a solution of 530 mg (2.0 mmol) of 1-(3-Methoxyphenyl)piperazine dihydrochloride in 7 mL of acetic acid and 4 mL of water at 0° C. was added 700 mg (4.4 mmol) of N-chlorosuccinimide. The reaction was taken out of the ice/water bath after 2 hours, and allowed to stir overnight. After 12 hours, the reaction was concentrated to an oil in vacuo, and the oil was partitioned between ether and water. The phases were separated, the aqueous was basified with 1M NaOH, and was extracted with ethyl aceta...